From a dataset of the Open Reaction Database (ORD), a public repository of structured organic reaction records. describe an organic reaction: reactants, conditions, products, and yield Reactants: N1=C(C=CC=C1)C1=CC=C(O1)C(=O)OCC (ethyl 5-pyridin-2-yl-2-furoate), [OH-].[Na+] (NaOH). Solvent: CCO (EtOH), O (water). Reaction conditions: time 1 hour. Yields the product N1=C(C=CC=C1)C1=CC=C(O1)C(=O)O (5-pyridin-2-yl-2-furoic acid). The yield is 32.7%. RXN SMILES: [N:1]1[CH:6]=[CH:5][CH:4]=[CH:3][C:2]=1[C:7]1[O:11][C:10]([C:12]([O:14]CC)=[O:13])=[CH:9][CH:8]=1.[OH-].[Na+]>CCO.O>[N:1]1[CH:6]=[CH:5][CH:4]=[CH:3][C:2]=1[C:7]1[O:11][C:10]([C:12]([OH:14])=[O:13])=[CH:9][CH:8]=1 |f:1.2|. Procedure details: To a solution of ethyl 5-pyridin-2-yl-2-furoate (2.00 g, 9.21 mmol) in EtOH (10 mL) was added NaOH (0.74 g) in water. The reaction mixture was allowed to stir at rt for 1 h and then concentrated. The residue was diluted with 1M HCl to pH 3-4. A precipitate formed and was collected by filtration and identified as 5-pyridin-2-yl-2-furoic acid (0.41 g). The aqueous solution was extracted with EtOAc. The organic solutions were combined, washed with brine, dried over MgSO4, filtered and concentrated ... Reactants: C1(=CC=C(C=C1)S(=O)(=O)OC[C@@H](CCC=1C=NC=CC1)O[Si](C)(C)C(C)(C)C)C ((2R)-2-(tert-butyldimethylsilyloxy)-4-(3-pyridyl)-1-butyl para-toluenesulfonate), O.[F-].C(CCC)[N+](CCCC)(CCCC)CCCC (tetrabutylammonium fluoride hydrate), COC(COC1=CC2=CC=C(C=C2C=C1)O)=O (6-Hydroxy-2-naphthyloxyacetic acid methyl ester), [H-].[Na+] (sodium hydride). Solvent: CN(C=O)C (dimethylformamide), O (water), O1CCCC1 (tetrahydrofuran). Run at temperature 75 celsius, time 4 hour. Product: COC(COC1=CC2=CC=C(C=C2C=C1)OC[C@@H](CCC=1C=NC=CC1)O)=O (6-((2R)-2-Hydroxy-4-(3-pyridyl)-1-butoxy)naphthalen-2-yloxyacetic acid methyl ester). RXN SMILES: C1(C)C=CC(S([O:10][CH2:11][C@H:12]([O:21][Si](C(C)(C)C)(C)C)[CH2:13][CH2:14][C:15]2[CH:16]=[N:17][CH:18]=[CH:19][CH:20]=2)(=O)=O)=CC=1.[CH3:30][O:31][C:32](=[O:46])[CH2:33][O:34][C:35]1[CH:44]=[CH:43][C:42]2[C:37](=[CH:38][CH:39]=[C:40](O)[CH:41]=2)[CH:36]=1.[H-].[Na+].O.[F-].C([N+](CCCC)(CCCC)CCCC)CCC>CN(C)C=O.O1CCCC1.O>[CH3:30][O:31][C:32](=[O:46])[CH2:33][O:34][C:35]1[CH:44]=[CH:43][C:42]2[C:37](=[CH:38][CH:39]=[C:40]([O:10][CH2:11][C@H:12]([OH:21])[CH2:13][CH2:14][C:15]3[CH:16]=[N:17][CH:18]=[CH:19][CH:20]=3)[CH:41]=2)[CH:36]=1 |f:2.3,4.5.6|. Procedure: Prepared according to the method described in example 26e) from (2R)-2-(tert-butyldimethylsilyloxy)-4-(3-pyridyl)-1-butyl para-toluenesulfonate (1.00 g), 6-Hydroxy-2-naphthyloxyacetic acid methyl ester, sodium hydride (60% dispersion in mineral oil, 0.11 g) in dimethylformamide (15 ml) with heating at 75° C. for 1 hour. The adduct was dissolved in tetrahydrofuran (10 ml) and tetrabutylammonium fluoride hydrate (1.5 g) was added. After 4 hours, the mixture was diluted with water and extracted wit... Reactants: ClC1=C(C=NC=C1)[N+](=O)[O-] (4-chloro-3-nitro pyridine), C1(=CCCCC1)B(O)O (cyclohexenyl boronic acid). Reagents/catalysts: C1=CC=C(C=C1)P([C-]2C=CC=C2)C3=CC=CC=C3.C1=CC=C(C=C1)P([C-]2C=CC=C2)C3=CC=CC=C3.Cl[Pd]Cl.[Fe+2].C(Cl)Cl (Pd(dppf)Cl2 CH2Cl2). The solvent is COCCOC (DME). Yields the product C1(=CCCCC1)C1=C(C=NC=C1)[N+](=O)[O-] (4-cyclohexenyl-3-nitropyridine). Isolated yield 82.0%. As a reaction SMILES: Cl[C:2]1[CH:7]=[CH:6][N:5]=[CH:4][C:3]=1[N+:8]([O-:10])=[O:9].[C:11]1(B(O)O)[CH2:16][CH2:15][CH2:14][CH2:13][CH:12]=1>C1C=CC(P(C2C=CC=CC=2)[C-]2C=CC=C2)=CC=1.C1C=CC(P(C2C=CC=CC=2)[C-]2C=CC=C2)=CC=1.Cl[Pd]Cl.[Fe+2].C(Cl)Cl.COCCOC>[C:11]1([C:2]2[CH:7]=[CH:6][N:5]=[CH:4][C:3]=2[N+:8]([O-:10])=[O:9])[CH2:16][CH2:15][CH2:14][CH2:13][CH:12]=1 |f:2.3.4.5.6|. Procedure: A solution of 4-chloro-3-nitro pyridine (1 eq.), cyclohexenyl boronic acid (1.7 eq.), and Pd(dppf)Cl2—CH2Cl2 (0.05 eq) in 3:1 DME/2M Na2CO3, at a concentration of 0.1 M was heated at 95° C. for 16 hours. Upon cooling the reaction was partitioned between EtOAc and H2O, was washed with NaCl(sat.), dried over MgSO4, was filtered and the volatiles were removed in vacuo. The material was purified by SiO2 chromatography (20% EtOAc/hexanes eluant) to yield 4-cyclohexenyl-3-nitropyridine (82%). LCMS (m/... Starting materials: N1(CCCC1)C[C@H]1NCCC1 ((S)-2-((pyrrolidin-1-yl)methyl)pyrrolidine), C(C)NCC (N,N-diethylamine). Yields the product C(C)N(C[C@H]1NCCC1)CC (N,N-Diethyl-N-(((S)-pyrrolidin-2-yl)methyl)amine). RXN SMILES: [N:1]1([CH2:6][C@@H:7]2[CH2:11][CH2:10][CH2:9][NH:8]2)[CH2:5][CH2:4][CH2:3][CH2:2]1.C(NCC)C>>[CH2:5]([N:1]([CH2:2][CH3:3])[CH2:6][C@@H:7]1[CH2:11][CH2:10][CH2:9][NH:8]1)[CH3:4]. Procedure: N,N-Diethyl-N-(((S)-pyrrolidin-2-yl)methyl)amine was synthesized as described for (S)-2-((pyrrolidin-1-yl)methyl)pyrrolidine starting with N,N-diethylamine instead of pyrrolidine.